Task: describe an organic reaction: reactants, conditions, products, and yield. Dataset: the Open Reaction Database (ORD), a public repository of structured organic reaction records Reactants: OC(C[C@@]1(CCN(C(O1)=O)[C@@H](C)C1=CC=C(C=C1)B1OC(C(O1)(C)C)(C)C)C1=CC=CC=C1)(C)C ((S)-6-(2-hydroxy-2-methylpropyl)-6-phenyl-3-{(S)-1-[4-(4,4,5,5-tetramethyl-1,3,2-dioxaborolan-2-yl)phenyl]ethyl}-1,3-oxazinan-2-one), N1(CCC1)C1=NC=C(C=N1)Br (2-(azetidin-1-yl)-5-bromopyrimidine). The product is N1(CCC1)C1=NC=C(C=N1)C1=CC=C(C=C1)[C@H](C)N1C(O[C@](CC1)(C1=CC=CC=C1)CC(C)(C)O)=O (3-((S)-1-{4-[2-(azetidin-1-yl)pyrimidin-5-yl)phenyl]ethyl}-(S)-6-(2-hydroxy-2-methylpropyl)-6-phenyl-1,3-oxazinan-2-one). Reaction SMILES: [OH:1][C:2]([CH3:35])([CH3:34])[CH2:3][C@@:4]1([C:28]2[CH:33]=[CH:32][CH:31]=[CH:30][CH:29]=2)[O:9][C:8](=[O:10])[N:7]([C@H:11]([C:13]2[CH:18]=[CH:17][C:16](B3OC(C)(C)C(C)(C)O3)=[CH:15][CH:14]=2)[CH3:12])[CH2:6][CH2:5]1.[N:36]1([C:40]2[N:45]=[CH:44][C:43](Br)=[CH:42][N:41]=2)[CH2:39][CH2:38][CH2:37]1>>[N:36]1([C:40]2[N:45]=[CH:44][C:43]([C:16]3[CH:15]=[CH:14][C:13]([C@@H:11]([N:7]4[CH2:6][CH2:5][C@:4]([CH2:3][C:2]([OH:1])([CH3:34])[CH3:35])([C:28]5[CH:33]=[CH:32][CH:31]=[CH:30][CH:29]=5)[O:9][C:8]4=[O:10])[CH3:12])=[CH:18][CH:17]=3)=[CH:42][N:41]=2)[CH2:39][CH2:38][CH2:37]1. Procedure details: The title compound was prepared following a procedure analogous to Example 31 using (S)-6-(2-hydroxy-2-methylpropyl)-6-phenyl-3-{(S)-1-[4-(4,4,5,5-tetramethyl-1,3,2-dioxaborolan-2-yl)phenyl]ethyl}-1,3-oxazinan-2-one and 2-(azetidin-1-yl)-5-bromopyrimidine. LC (method 5): tR=1.48 min; Mass spectrum (ESI+): m/z=487 [M+H]+; 1H NMR (CD3OD) δ 0.95 (s, 3H), 1.23 (s, 3H), 1.55 (d, 3H), 2.14 (s, 2H), 2.20 (m, 1H), 2.40-2.60 (m, 4H), 3.04 (m, 1H), 4.33 (m, 4H), 5.57 (q, 1H), 7.08 (d, 2H), 7.25-7.40 (m, 7... Starting materials: CC=1C(=CC2=C(NC(C3=C(N2C(CN2CCN(CC2)CCO)=O)N=CC=C3)=O)C1)C (8,9-dimethyl-6,11-dihydro-11-[[4-(2-hydroxyethyl)piperazino]acetyl]-5H-pyrido[2,3-b][1,5]benzodiazepin-5-one), P12(=S)SP3(=S)SP(=S)(S1)SP(=S)(S2)S3 (phosphorus pentasulfide). Solvent: N1=CC=CC=C1 (pyridine). Product: CC=1C(=CC2=C(NC(C3=C(N2C(CN2CCN(CC2)CCO)=O)N=CC=C3)=S)C1)C (8,9-dimethyl-6,11-dihydro-11-[[4-(2-hydroxyethyl)piperazino]acetyl]-5H-pyrido[2,3-b][1,5]benzodiazepin-5-thione). As a reaction SMILES: [CH3:1][C:2]1[C:3]([CH3:30])=[CH:4][C:5]2[N:11]([C:12](=[O:23])[CH2:13][N:14]3[CH2:19][CH2:18][N:17]([CH2:20][CH2:21][OH:22])[CH2:16][CH2:15]3)[C:10]3[N:24]=[CH:25][CH:26]=[CH:27][C:9]=3[C:8](=O)[NH:7][C:6]=2[CH:29]=1.P12(SP3(SP(SP(S3)(S1)=S)(=S)S2)=S)=[S:32]>N1C=CC=CC=1>[CH3:1][C:2]1[C:3]([CH3:30])=[CH:4][C:5]2[N:11]([C:12](=[O:23])[CH2:13][N:14]3[CH2:19][CH2:18][N:17]([CH2:20][CH2:21][OH:22])[CH2:16][CH2:15]3)[C:10]3[N:24]=[CH:25][CH:26]=[CH:27][C:9]=3[C:8](=[S:32])[NH:7][C:6]=2[CH:29]=1. Procedure: In the manner given in Example 1, 8,9-dimethyl-6,11-dihydro-11-[[4-(2-hydroxyethyl)piperazino]acetyl]-5H-pyrido[2,3-b][1,5]benzodiazepin-5-one is reacted with phosphorus pentasulfide in pyridine to give 8,9-dimethyl-6,11-dihydro-11-[[4-(2-hydroxyethyl)piperazino]acetyl]-5H-pyrido[2,3-b][1,5]benzodiazepin-5-thione.